Dataset: the Open Reaction Database (ORD), a public repository of structured organic reaction records. Task: describe an organic reaction: reactants, conditions, products, and yield Starting materials: BrC=1C=NN2C1N=C(C=C2)N2C(OC[C@@H]2C2=CC=C(C=C2)F)=O ((S)-3-(3-bromopyrazolo[1,5-a]pyrimidin-5-yl)-4-(4-fluorophenyl)oxazolidin-2-one), C1(CCCCC1)P(C1=C(C=CC=C1)C1=C(C=C(C=C1C(C)C)C(C)C)C(C)C)C1CCCCC1 (dicyclohexyl(2′,4′,6′-triisopropylbiphenyl-2-yl)phosphine), C(C)(C)(C)OC(=O)C1=CC=C(C=C1)B(O)O (4-(tert-butoxycarbonyl)phenyl boronic acid), C(=O)([O-])[O-].[Na+].[Na+] (Na2CO3). The reagents and catalysts are C=1C=CC(=CC1)/C=C/C(=O)/C=C/C2=CC=CC=C2.C=1C=CC(=CC1)/C=C/C(=O)/C=C/C2=CC=CC=C2.C=1C=CC(=CC1)/C=C/C(=O)/C=C/C2=CC=CC=C2.[Pd].[Pd] (Pd2 dba3). Solvent: O1CCOCC1 (dioxane). Reaction conditions: temperature 90 celsius. Product: FC1=CC=C(C=C1)[C@@H]1N(C(OC1)=O)C1=NC=2N(C=C1)N=CC2C2=CC=C(C(=O)OC(C)(C)C)C=C2 ((S)-tert-butyl 4-(5-(4-(4-fluorophenyl)-2-oxooxazolidin-3-yl)pyrazolo[1,5-a]pyrimidin-3-yl)benzoate). Yield: 59.0%. Reaction SMILES: Br[C:2]1[CH:3]=[N:4][N:5]2[CH:10]=[CH:9][C:8]([N:11]3[C@@H:15]([C:16]4[CH:21]=[CH:20][C:19]([F:22])=[CH:18][CH:17]=4)[CH2:14][O:13][C:12]3=[O:23])=[N:7][C:6]=12.[C:24]([O:28][C:29]([C:31]1[CH:36]=[CH:35][C:34](B(O)O)=[CH:33][CH:32]=1)=[O:30])([CH3:27])([CH3:26])[CH3:25].C([O-])([O-])=O.[Na+].[Na+].C1(P(C2CCCCC2)C2C=CC=CC=2C2C(C(C)C)=CC(C(C)C)=CC=2C(C)C)CCCCC1>O1CCOCC1.C1C=CC(/C=C/C(/C=C/C2C=CC=CC=2)=O)=CC=1.C1C=CC(/C=C/C(/C=C/C2C=CC=CC=2)=O)=CC=1.C1C=CC(/C=C/C(/C=C/C2C=CC=CC=2)=O)=CC=1.[Pd].[Pd]>[F:22][C:19]1[CH:20]=[CH:21][C:16]([C@H:15]2[CH2:14][O:13][C:12](=[O:23])[N:11]2[C:8]2[CH:9]=[CH:10][N:5]3[N:4]=[CH:3][C:2]([C:34]4[CH:35]=[CH:36][C:31]([C:29]([O:28][C:24]([CH3:25])([CH3:26])[CH3:27])=[O:30])=[CH:32][CH:33]=4)=[C:6]3[N:7]=2)=[CH:17][CH:18]=1 |f:2.3.4,7.8.9.10.11|. Procedure details: To a sealed tube was added (S)-3-(3-bromopyrazolo[1,5-a]pyrimidin-5-yl)-4-(4-fluorophenyl)oxazolidin-2-one (Preparation A; 0.200 g, 0.530 mmol), 4-(tert-butoxycarbonyl)phenyl boronic acid (0.177 g, 0.795 mmol) and 2.0 M Na2CO3 (0.795 mL, 1.59 mmol) in dioxane (1 mL). The mixture was degassed by bubbling N2 through the solution. Pd2 dba3 (0.0486 g, 0.053 mmol), and dicyclohexyl(2′,4′,6′-triisopropylbiphenyl-2-yl)phosphine (0.0253 g, 0.053 mmol) were added and the vessel was sealed under a N2 atmo...